Dataset: the Open Reaction Database (ORD), a public repository of structured organic reaction records. Task: describe an organic reaction: reactants, conditions, products, and yield Reaction SMILES: [C:52]([Cl:53])([Cl:54])([Cl:55])[Cl:56].[CH3:57][N:58]([CH3:59])[CH:60]=[O:61].[CH3:62][CH2:63][O:64][C:65](=[O:66])[CH3:67].[Cl:1][c:2]1[cH:3][cH:4][c:5]([S:8](=[O:9])(=[O:10])[CH:11]([c:12]2[n:13][cH:14][c:15]([CH2:18][OH:19])[cH:16][cH:17]2)[c:20]2[c:21]([F:27])[cH:22][cH:23][c:24]([F:26])[cH:25]2)[cH:6][cH:7]1.[N-:29]=[N+:30]=[N-:31].[Na+:28].[OH2:51].[c:32]1([P:33]([c:34]2[cH:35][cH:36][cH:37][cH:38][cH:39]2)[c:40]2[cH:41][cH:42][cH:43][cH:44][cH:45]2)[cH:46][cH:47][cH:48][cH:49][cH:50]1>>[Cl:1][c:2]1[cH:3][cH:4][c:5]([S:8](=[O:9])(=[O:10])[CH:11]([c:12]2[n:13][cH:14][c:15]([CH2:18][N:29]=[N+:30]=[N-:31])[cH:16][cH:17]2)[c:20]2[c:21]([F:27])[cH:22][cH:23][c:24]([F:26])[cH:25]2)[cH:6][cH:7]1. Starting materials: ClC(Cl)(Cl)Cl, CN(C)C=O, CCOC(C)=O, O=S(=O)(c1ccc(Cl)cc1)C(c1ccc(CO)cn1)c1cc(F)ccc1F, [N-]=[N+]=[N-], [Na+], O, c1ccc(P(c2ccccc2)c2ccccc2)cc1. The product is [N-]=[N+]=NCc1ccc(C(c2cc(F)ccc2F)S(=O)(=O)c2ccc(Cl)cc2)nc1. Product: O1CCN(CC1)CCOC(C(=O)C1=CC=CC=C1)(C1=CC=CC=C1)OCCN1CCOCC1 (2,2-di-(2-morpholino-ethoxy)-1,2-diphenyl-ethanone). Reaction SMILES: Cl[CH2:2][CH2:3][O:4][C:5]([O:20][CH2:21][CH2:22]Cl)([C:12]([C:14]1[CH:19]=[CH:18][CH:17]=[CH:16][CH:15]=1)=[O:13])[C:6]1[CH:11]=[CH:10][CH:9]=[CH:8][CH:7]=1.[NH:24]1[CH2:29][CH2:28][O:27][CH2:26][CH2:25]1>CCOCC>[O:27]1[CH2:28][CH2:29][N:24]([CH2:2][CH2:3][O:4][C:5]([O:20][CH2:21][CH2:22][N:24]2[CH2:29][CH2:28][O:27][CH2:26][CH2:25]2)([C:6]2[CH:11]=[CH:10][CH:9]=[CH:8][CH:7]=2)[C:12]([C:14]2[CH:19]=[CH:18][CH:17]=[CH:16][CH:15]=2)=[O:13])[CH2:25][CH2:26]1. The solvent is CCOCC (ether). Procedure details: With stirring, 35 g (0.1 mole) of benzil-di-(2-chloroethyl)ketal and 52 g (0.6 mole) of morpholine are kept for 6 hours at 110° C. After cooling, the product is taken up in ether. The ether layer is washed with water, dried over Na2SO4 and concentrated. The residual oil is dried in a high vacuum at 50°-60° C. Starting materials: ClCCOC(C1=CC=CC=C1)(C(=O)C1=CC=CC=C1)OCCCl (benzil-di-(2-chloroethyl)ketal), N1CCOCC1 (morpholine).